From a dataset of the Open Reaction Database (ORD), a public repository of structured organic reaction records. describe an organic reaction: reactants, conditions, products, and yield Reactants: BrC=1SC2=C(N1)C=C(C(=C2C2=CC=C(C=C2)Cl)[C@@H](C(=O)OC)OC(C)(C)C)C ((S)-methyl 2-(2-bromo-7-(4-chlorophenyl)-5-methylbenzo[d]thiazol-6-yl)-2-tert-butoxyacetate), [Cl-].[Li+] (lithium chloride), ClC1=NC=CC(=N1)[Sn](CCCC)(CCCC)CCCC (2-chloro-4-(tributyl)stannyl pyrimidine). Reagents/catalysts: C=1C=CC(=CC1)[P](C=2C=CC=CC2)(C=3C=CC=CC3)[Pd]([P](C=4C=CC=CC4)(C=5C=CC=CC5)C=6C=CC=CC6)([P](C=7C=CC=CC7)(C=8C=CC=CC8)C=9C=CC=CC9)[P](C=1C=CC=CC1)(C=1C=CC=CC1)C=1C=CC=CC1 (tetrakis(triphenylphosphine)palladium(0)), [Cu]I (copper(I) iodide). Solvent: O1CCOCC1 (1,4-dioxane). Conditions: temperature 90 celsius. Product: C(C)(C)(C)O[C@H](C(=O)OC)C1=C(C2=C(N=C(S2)C2=NC(=NC=C2)Cl)C=C1C)C1=CC=C(C=C1)Cl ((S)-methyl 2-tert-butoxy-2-(7-(4-chlorophenyl)-2-(2-chloropyrimidin-4-yl)-5-methylbenzo[d]thiazol-6-yl)acetate). As a reaction SMILES: Br[C:2]1[S:3][C:4]2[C:10]([C:11]3[CH:16]=[CH:15][C:14]([Cl:17])=[CH:13][CH:12]=3)=[C:9]([C@H:18]([O:23][C:24]([CH3:27])([CH3:26])[CH3:25])[C:19]([O:21][CH3:22])=[O:20])[C:8]([CH3:28])=[CH:7][C:5]=2[N:6]=1.[Cl-].[Li+].[Cl:31][C:32]1[N:37]=[C:36]([Sn](CCCC)(CCCC)CCCC)[CH:35]=[CH:34][N:33]=1>O1CCOCC1.C1C=CC([P]([Pd]([P](C2C=CC=CC=2)(C2C=CC=CC=2)C2C=CC=CC=2)([P](C2C=CC=CC=2)(C2C=CC=CC=2)C2C=CC=CC=2)[P](C2C=CC=CC=2)(C2C=CC=CC=2)C2C=CC=CC=2)(C2C=CC=CC=2)C2C=CC=CC=2)=CC=1.[Cu]I>[C:24]([O:23][C@@H:18]([C:9]1[C:8]([CH3:28])=[CH:7][C:5]2[N:6]=[C:2]([C:34]3[CH:35]=[CH:36][N:37]=[C:32]([Cl:31])[N:33]=3)[S:3][C:4]=2[C:10]=1[C:11]1[CH:16]=[CH:15][C:14]([Cl:17])=[CH:13][CH:12]=1)[C:19]([O:21][CH3:22])=[O:20])([CH3:27])([CH3:26])[CH3:25] |f:1.2,^1:60,62,81,100|. Reported procedure: A microwave vial was charged with (S)-methyl 2-(2-bromo-7-(4-chlorophenyl)-5-methylbenzo[d]thiazol-6-yl)-2-tert-butoxyacetate (496.3 mg, 1.03 mmol), tetrakis(triphenylphosphine)palladium(0) (178.2 mg, 0.15 mmol), lithium chloride (43.6 mg, 1.03 mmol), and copper(I) iodide (58.7 mg, 0.31 mmol) and the vial was evacuated and backfilled with argon (3×). To this mixture was added 2-chloro-4-(tributyl)stannyl pyrimidine (456.3 mg, 1.13 mmol) in 1,4-dioxane (10 mL). The reaction mixture was heated at ... Solvent: CN(C)C=O (DMF), CN(C)C=O (DMF), CN(C)C=O (DMF), CN(C)C=O (DMF), CN(C)C=O (DMF), CN(C)C=O (DMF). Yields the product CSc1cccc(NC(=O)c2cc(C)nc(Cl)c2)c1. The yield is 80.4%. Reaction SMILES: CSc1cccc(N)c1.Cc1cc(C(=O)O)cc(Cl)n1.CN(C)C(=[N+](C)C)ON1C2=C(C=CC=N2)N=N1.F[P-](F)(F)(F)(F)F.CCN(C(C)C)C(C)C.CN(C)C=O>>CSc1cccc(NC(=O)c2cc(C)nc(Cl)c2)c1. Reagents/catalysts: CN(C)C(=[N+](C)C)ON1C2=C(C=CC=N2)N=N1.F[P-](F)(F)(F)(F)F (HATU), CCN(C(C)C)C(C)C (DIPEA). Reaction conditions: temperature 25 celsius, time 2 hour. Reactants: Cc1cc(C(=O)O)cc(Cl)n1, CSc1cccc(N)c1. The reactants are C([O-])([O-])=O.[K+].[K+] (potassium carbonate), O (water), ClC1=C(C(=O)NOCC(=O)OC)C(=CC=C1Cl)Cl (methyl [(2,3,6-trichlorobenzoyl)aminooxy]acetate). The solvent is O1CCCC1 (tetrahydrofuran). Yields the product ClC1=C(C(=O)NOCC(=O)O)C(=CC=C1Cl)Cl ([(2,3,6-Trichlorobenzoyl)aminooxy]acetic acid). Reaction SMILES: C(=O)([O-])[O-].[K+].[K+].O.[Cl:8][C:9]1[C:23]([Cl:24])=[CH:22][CH:21]=[C:20]([Cl:25])[C:10]=1[C:11]([NH:13][O:14][CH2:15][C:16]([O:18]C)=[O:17])=[O:12]>O1CCCC1>[Cl:8][C:9]1[C:23]([Cl:24])=[CH:22][CH:21]=[C:20]([Cl:25])[C:10]=1[C:11]([NH:13][O:14][CH2:15][C:16]([OH:18])=[O:17])=[O:12] |f:0.1.2|. Reported procedure: To 1.25 g. of potassium carbonate in 15 ml. of water and 35 ml. of tetrahydrofuran was added 2.0 g. of methyl [(2,3,6-trichlorobenzoyl)aminooxy]acetate and the resulting mixture was stirred at 50° C., for 2 days. The solvents were evaporated in vacuo and residue dissolved in dilute aqueous sodium hydroxide, washed with ethyl acetate and the aqueous layer acidified with concentrated hydrochloric acid. The resulting aqueous layer was extracted with two portions of ethylacetate, the combined ethyl ... Reactants: [N+](=O)([O-])C=1C=C2C(=NC1)C(C1=NC=CC=C1CC2)C2CCN(CC2)C(=O)OCC (Ethyl 4-(3-nitro-6,11-dihydro-5H-cyclohepta[2,1-b:4,5- b′]dipyridin-11-yl)-1-piperidinecarboxylate), [H][H] (hydrogen). Reagents/catalysts: [Pd] (Palladium/carbon). Solvent: C(C)O (ethanol). The product is NC=1C=C2C(=NC1)C(C1=NC=CC=C1CC2)C2CCN(CC2)C(=O)OCC (ethyl 4-(3-amino-6,11-dihydro-5H-cyclohepta [2,1-b:4,5-b′]dipyridin-11-yl)-1-piperidinecarboxylate). Isolated yield 89.2%. As a reaction SMILES: [N+:1]([C:4]1[CH:5]=[C:6]2[CH2:18][CH2:17][C:16]3[C:11](=[N:12][CH:13]=[CH:14][CH:15]=3)[CH:10]([CH:19]3[CH2:24][CH2:23][N:22]([C:25]([O:27][CH2:28][CH3:29])=[O:26])[CH2:21][CH2:20]3)[C:7]2=[N:8][CH:9]=1)([O-])=O.[H][H]>C(O)C.[Pd]>[NH2:1][C:4]1[CH:5]=[C:6]2[CH2:18][CH2:17][C:16]3[C:11](=[N:12][CH:13]=[CH:14][CH:15]=3)[CH:10]([CH:19]3[CH2:24][CH2:23][N:22]([C:25]([O:27][CH2:28][CH3:29])=[O:26])[CH2:21][CH2:20]3)[C:7]2=[N:8][CH:9]=1. Procedure: Ethyl 4-(3-nitro-6,11-dihydro-5H-cyclohepta[2,1-b:4,5- b′]dipyridin-11-yl)-1-piperidinecarboxylate ( 0.14gm, 0.367 mmol) was dissolved in 15 ml of ethanol. Palladium/carbon (10%, 20 mg) was added and the reaction mixture hydrogenated at 50 psi of hydrogen for 2 hours. The palladium was filtered and the ethanol evaporated to give 0.12 gm of the title product. FABMS (M+1)=367